describe an organic reaction: reactants, conditions, products, and yield From a dataset of the Open Reaction Database (ORD), a public repository of structured organic reaction records. Starting materials: CCOC(C)=O, Cc1ccc(Cl)cc1C(OCCN=[N+]=[N-])C1CCCN(C(=O)OC(C)(C)C)C1, [OH-], [OH-], [Pd+2]. Yields the product Cc1ccc(Cl)cc1C(OCCN)C1CCCN(C(=O)OC(C)(C)C)C1. Reaction SMILES: [CH3:29][CH2:30][O:31][C:32]([CH3:33])=[O:34].[N:1](=[N+:2]=[N-:3])[CH2:4][CH2:5][O:6][CH:7]([CH:8]1[CH2:9][N:10]([C:14](=[O:15])[O:16][C:17]([CH3:18])([CH3:19])[CH3:20])[CH2:11][CH2:12][CH2:13]1)[c:21]1[c:22]([CH3:28])[cH:23][cH:24][c:25]([Cl:27])[cH:26]1.[OH-:35].[OH-:36].[Pd+2:37]>>[NH2:1][CH2:4][CH2:5][O:6][CH:7]([CH:8]1[CH2:9][N:10]([C:14](=[O:15])[O:16][C:17]([CH3:18])([CH3:19])[CH3:20])[CH2:11][CH2:12][CH2:13]1)[c:21]1[c:22]([CH3:28])[cH:23][cH:24][c:25]([Cl:27])[cH:26]1. Starting materials: FC1=CC=C(C(C=NO)=C1)O (5-Fluorosalicylaldehyde oxime). The solvent is C(C)(=O)OC(C)=O (acetic anhydride), C(C)(=O)OC(C)=O (acetic anhydride). Reaction conditions: temperature 80 celsius. The product is C(#N)C1=C(C=CC(=C1)F)O (2-cyano-4-fluorophenol). The yield is 87.5%. RXN SMILES: [F:1][C:2]1[CH:10]=[C:6]([CH:7]=[N:8]O)[C:5]([OH:11])=[CH:4][CH:3]=1>C(OC(=O)C)(=O)C>[C:7]([C:6]1[CH:10]=[C:2]([F:1])[CH:3]=[CH:4][C:5]=1[OH:11])#[N:8]. Reported procedure: 5-Fluorosalicylaldehyde oxime (20.2 g, 0.13 mol) was dissolved in acetic anhydride (100 ml) and refluxed for 5 hours. After completion of the reaction, acetic anhydride was distilled off under reduced pressure, followed by adding to the remaining oily substance, a solution of KOH (20 g) dissolved in water (100 ml) and ethanol (100 ml), warming the mixture at 80° C. for 2 hours, allowing it to cool down to room temperature, adding 6N hydrochloric acid (50 ml) and water (200 ml) to deposit crystal... RXN SMILES: [CH2:1]([CH3:2])[O:3][C:4](=[O:5])[CH:6]1[CH:7]([c:28]2[c:29]([Cl:35])[cH:30][c:31]([Cl:34])[cH:32][cH:33]2)[N:8]([CH:17]2[CH:18]([NH:23][S:24](=[O:25])(=[O:26])[CH3:27])[CH2:19][CH2:20][CH2:21][CH2:22]2)[C:9](=[O:16])[c:10]2[cH:11][cH:12][cH:13][cH:14][c:15]21.[CH2:41]1[O:42][CH2:43][CH2:44][CH2:45]1.[CH3:36][OH:37].[ClH:40].[Na+:39].[OH-:38]>>[O:3]=[C:4]([OH:5])[CH:6]1[CH:7]([c:28]2[c:29]([Cl:35])[cH:30][c:31]([Cl:34])[cH:32][cH:33]2)[N:8]([CH:17]2[CH:18]([NH:23][S:24](=[O:25])(=[O:26])[CH3:27])[CH2:19][CH2:20][CH2:21][CH2:22]2)[C:9](=[O:16])[c:10]2[cH:11][cH:12][cH:13][cH:14][c:15]21. Product: CS(=O)(=O)NC1CCCCC1N1C(=O)c2ccccc2C(C(=O)O)C1c1ccc(Cl)cc1Cl. Reactants: CCOC(=O)C1c2ccccc2C(=O)N(C2CCCCC2NS(C)(=O)=O)C1c1ccc(Cl)cc1Cl, C1CCOC1, CO, Cl, [Na+], [OH-]. Reactants: ClC=1N=CC2=C(N(CCC(N2C)=O)C(C)C)N1 (2-chloro-9-isopropyl-5-methyl-5,7,8,9-tetrahydro-pyrimido[4,5-b][1,4]diazepin-6-one), NC1=C(C=C(C(=O)O)C=C1)OC (4-amino-3-methoxy-benzoic acid), C(C)O (ethanol). Reagents/catalysts: Cl (hydrochloric acid). The solvent is O (water). The product is C(C)(C)N1C2=C(N(C(CC1)=O)C)C=NC(=N2)NC2=C(C=C(C(=O)O)C=C2)OC (4-(9-isopropyl-5-methyl-6-oxo-6,7,8,9-tetrahydro-5H-pyrimido[4,5-b][1,4]diazepin-2-ylamino)-3-methoxy-benzoic acid). Yield: 67.5%. As a reaction SMILES: Cl[C:2]1[N:3]=[CH:4][C:5]2[N:11]([CH3:12])[C:10](=[O:13])[CH2:9][CH2:8][N:7]([CH:14]([CH3:16])[CH3:15])[C:6]=2[N:17]=1.[NH2:18][C:19]1[CH:27]=[CH:26][C:22]([C:23]([OH:25])=[O:24])=[CH:21][C:20]=1[O:28][CH3:29].C(O)C>Cl.O>[CH:14]([N:7]1[CH2:8][CH2:9][C:10](=[O:13])[N:11]([CH3:12])[C:5]2[CH:4]=[N:3][C:2]([NH:18][C:19]3[CH:27]=[CH:26][C:22]([C:23]([OH:25])=[O:24])=[CH:21][C:20]=3[O:28][CH3:29])=[N:17][C:6]1=2)([CH3:16])[CH3:15]. Procedure details: A mixture of 0.076 g (0.0003 mole) of 2-chloro-9-isopropyl-5-methyl-5,7,8,9-tetrahydro-pyrimido[4,5-b][1,4]diazepin-6-one (VII-43), 0.060 g (0.00036 mole) of 4-amino-3-methoxy-benzoic acid, 0.5 mL of ethanol, 2 mL of water, and 2 drops of hydrochloric acid was heated at 100 degrees overnight. Upon cooling, a precipitate formed which was collected by filtration to give 0.078 g of 4-(9-isopropyl-5-methyl-6-oxo-6,7,8,9-tetrahydro-5H-pyrimido[4,5-b][1,4]diazepin-2-ylamino)-3-methoxy-benzoic acid (I-... The reactants are OC1=CC2=C(C(OC(O2)(C)C)=O)C=C1 (7-Hydroxy-2,2-dimethyl-benzo[1,3]dioxin-4-one), O (water), FC=1C=C(C=O)C=C(C1F)F (3,4,5-trifluorobenzaldehyde), C([O-])([O-])=O.[K+].[K+] (potassium carbonate). The solvent is CN(C=O)C (dimethylformamide). Run at temperature 80 celsius, time 24 hour. Yields the product CC1(OC2=C(C(O1)=O)C=CC(=C2)OC2=C(C=C(C=O)C=C2F)F)C (4-(2,2-Dimethyl-4-oxo-4H-benzo[1,3]dioxin-7-yloxy)-3,5-difluoro-benzaldehyde). RXN SMILES: [OH:1][C:2]1[CH:14]=[CH:13][C:5]2[C:6](=[O:12])[O:7][C:8]([CH3:11])([CH3:10])[O:9][C:4]=2[CH:3]=1.[F:15][C:16]1[CH:17]=[C:18]([CH:21]=[C:22]([F:25])[C:23]=1F)[CH:19]=[O:20].C(=O)([O-])[O-].[K+].[K+].O>CN(C)C=O>[CH3:11][C:8]1([CH3:10])[O:7][C:6](=[O:12])[C:5]2[CH:13]=[CH:14][C:2]([O:1][C:23]3[C:16]([F:15])=[CH:17][C:18]([CH:19]=[O:20])=[CH:21][C:22]=3[F:25])=[CH:3][C:4]=2[O:9]1 |f:2.3.4|. Procedure: 7-Hydroxy-2,2-dimethyl-benzo[1,3]dioxin-4-one (I-1a: 12.9 g) and 3,4,5-trifluorobenzaldehyde (5.0 g) and potassium carbonate (27.6 g) were combined in dimethylformamide (100 mL) and stirred as the reaction mixture was heated to 80° C. After 24 hours, the reaction mixture was cooled to ambient temperature, combined with water, and extracted with ethyl acetate. The combined organic phases were dried over magnesium sulfate, filtered, and evaporated. The residue was purified by column chromatography...